This data is from the Open Reaction Database (ORD), a public repository of structured organic reaction records. The task is: describe an organic reaction: reactants, conditions, products, and yield Reactants: C1CCOC1, CN, COCCOc1nc(Cl)c([N+](=O)[O-])cc1C(=O)NC1CCC(C(F)(F)F)CC1, O. Product: CNc1nc(OCCOC)c(C(=O)NC2CCC(C(F)(F)F)CC2)cc1[N+](=O)[O-]. Reaction SMILES: [CH2:31]1[O:32][CH2:33][CH2:34][CH2:35]1.[CH3:1][NH2:2].[Cl:3][c:4]1[n:5][c:6]([O:26][CH2:27][CH2:28][O:29][CH3:30])[c:7]([C:8](=[O:9])[NH:10][CH:11]2[CH2:12][CH2:13][CH:14]([C:17]([F:18])([F:19])[F:20])[CH2:15][CH2:16]2)[cH:21][c:22]1[N+:23](=[O:24])[O-:25].[OH2:36]>>[CH3:1][NH:2][c:4]1[n:5][c:6]([O:26][CH2:27][CH2:28][O:29][CH3:30])[c:7]([C:8](=[O:9])[NH:10][CH:11]2[CH2:12][CH2:13][CH:14]([C:17]([F:18])([F:19])[F:20])[CH2:15][CH2:16]2)[cH:21][c:22]1[N+:23](=[O:24])[O-:25]. Reactants: N1=C(NC2=C1C=CC=C2)C2=NNC1=CC=C(C=C21)N (3-Benzimidazol-2-yl-1H-indazole-5-ylamine), S1C(=NC=C1)C=O (2-thiazolecarboxaldehyde), N1=CC=CC=C1 (pyridine). Run in CC(=O)O.CO.C(Cl)Cl (AcOH MeOH CH2Cl2). Yields the product N1C(=NC2=C1C=CC=C2)C2=NNC1=CC=C(C=C21)NCC=2SC=CN2 (3-(1H-Benzimidazol-2-yl)-N-(1,3-thiazol-2-ylmethyl)-1H-indazol-5-amine). RXN SMILES: [N:1]1[C:5]2[CH:6]=[CH:7][CH:8]=[CH:9][C:4]=2[NH:3][C:2]=1[C:10]1[C:18]2[C:13](=[CH:14][CH:15]=[C:16]([NH2:19])[CH:17]=2)[NH:12][N:11]=1.[S:20]1[CH:24]=[CH:23][N:22]=[C:21]1[CH:25]=O.N1C=CC=CC=1>CC(O)=O.CO.C(Cl)Cl>[NH:3]1[C:4]2[CH:9]=[CH:8][CH:7]=[CH:6][C:5]=2[N:1]=[C:2]1[C:10]1[C:18]2[C:13](=[CH:14][CH:15]=[C:16]([NH:19][CH2:25][C:21]3[S:20][CH:24]=[CH:23][N:22]=3)[CH:17]=2)[NH:12][N:11]=1 |f:3.4.5|. Procedure details: 3-Benzimidazol-2-yl-1H-indazole-5-ylamine (1 equivalent), 2-thiazolecarboxaldehyde(1.1 equivalent), BH3: pyridine (10 equivalents, 8 M in pyridine) in AcOH:MeOH:CH2Cl2 (1:2:2) were stirred for 18 hours at room temperature. The solvent was removed, and the residue was purified by preparatory HPLC. LC/MS (m/z) 347.1 (MH+), Rt 1.93 minutes. Starting materials: C=1C=C2C(=C(C1)O)C(=O)C3=C(C=CC=C3O)C2 (anthralin), N1=CC=CC=C1 (pyridine), C(CC)(=O)Cl (propionyl chloride), N1=CC=CC=C1 (pyridine), C(CC)(=O)Cl (propionyl chloride). Solvent: C1(=CC=CC=C1)C (toluene). Run at temperature 85 celsius. Product: OC1=CC=CC=2C(C3=CC=CC(=C3C(C12)=O)O)C(CC)=O (1,8-dihydroxy-10-propionyl anthrone). RXN SMILES: [CH:1]1[CH:2]=[C:3]2[CH2:17][C:11]3[CH:12]=[CH:13][CH:14]=[C:15]([OH:16])[C:10]=3[C:8](=[O:9])[C:4]2=[C:5]([OH:7])[CH:6]=1.N1C=CC=CC=1.[C:24](Cl)(=[O:27])[CH2:25][CH3:26]>C1(C)C=CC=CC=1>[OH:16][C:15]1[C:10]2[C:8](=[O:9])[C:4]3[C:3](=[CH:2][CH:1]=[CH:6][C:5]=3[OH:7])[CH:17]([C:24](=[O:27])[CH2:25][CH3:26])[C:11]=2[CH:12]=[CH:13][CH:14]=1. Procedure details: To a suspension of 56.6 g (0.25 mole) of purified anthralin in 1750 cm3 of anhydrous toluene, there are added at ambient temperature 27.3 cm3 of anhydrous pyridine (0.34 mole) and then, slowly, over about a 20 minute period, 26.2 cm3 of propionyl chloride (0.3 mole) are added. The mixture is then heated to 85° C. for about 1 hour. After return to ambient temperature, there are added to the reaction mixture 27.3 cm3 of pyridine and 26.2 cm3 of propionyl chloride. This mixture is then heated for 1...